Dataset: the Open Reaction Database (ORD), a public repository of structured organic reaction records. Task: describe an organic reaction: reactants, conditions, products, and yield Reactants: FC1=C(C=CC(=C1)F)O (2,4-difluorophenol), S(O)(O)(=O)=O (Sulphuric acid), [N+](=O)(OC(C)C)[O-] (isopropyl nitrate). The reagents and catalysts are S(=O)(=O)(O)[O-].C(CCC)[N+](CCCC)(CCCC)CCCC (tetrabutylammoniumhydrogen sulphate). The solvent is ClCCl (dichloromethane). Yields the product FC1=C(C(=CC(=C1)F)[N+](=O)[O-])O (2,4-Difluoro-6-nitrophenol). Isolated yield 83.4%. As a reaction SMILES: [F:1][C:2]1[CH:7]=[C:6]([F:8])[CH:5]=[CH:4][C:3]=1[OH:9].[N+:10]([O-])([O:12]C(C)C)=[O:11].S(=O)(=O)(O)O>ClCCl.S([O-])(O)(=O)=O.C([N+](CCCC)(CCCC)CCCC)CCC>[F:1][C:2]1[CH:7]=[C:6]([F:8])[CH:5]=[C:4]([N+:10]([O-:12])=[O:11])[C:3]=1[OH:9] |f:4.5|. Procedure: To a stirred solution of 2,4-difluorophenol (0.65 g, 5 mmol) in dichloromethane (7 mL) at room temperature was added tetrabutylammoniumhydrogen sulphate (0.085 g, 5 mol %) followed by isopropyl nitrate (1.31 g, 12.5 mmol). Sulphuric acid (96%, 0.65 mL) was then added dropwise to the mixture causing gentle reflux of the solvent. The reaction mixture was then stirred for fifteen minutes and then poured onto water (50 mL). The phases were separated and the aqueous phase was extracted by dichloromet...